From a dataset of the Open Reaction Database (ORD), a public repository of structured organic reaction records. describe an organic reaction: reactants, conditions, products, and yield The reactants are [K+], NN, O=C(O)CCCC(=O)c1cc(-c2ccccc2)nc2ccccc12, [OH-], O, OCCOCCO, O=C(O)CCCc1cc(-c2ccccc2)nc2ccccc12. The product is O=C(O)CCCCc1cc(-c2ccccc2)nc2ccccc12. Reaction SMILES: [K+:51].[NH2:48][NH2:49].[O:23]=[C:24]([CH2:25][CH2:26][CH2:27][C:28](=[O:29])[OH:30])[c:31]1[cH:32][c:33](-[c:41]2[cH:42][cH:43][cH:44][cH:45][cH:46]2)[n:34][c:35]2[cH:36][cH:37][cH:38][cH:39][c:40]12.[OH-:50].[OH2:47].[OH:52][CH2:53][CH2:54][O:55][CH2:56][CH2:57][OH:58].[c:1]1(-[c:2]2[cH:3][c:4]([CH2:5][CH2:6][CH2:7][C:8]([OH:9])=[O:10])[c:11]3[c:12]([cH:13][cH:14][cH:15][cH:16]3)[n:17]2)[cH:18][cH:19][cH:20][cH:21][cH:22]1>>[CH2:24]([CH2:25][CH2:26][CH2:27][C:28](=[O:29])[OH:30])[c:31]1[cH:32][c:33](-[c:41]2[cH:42][cH:43][cH:44][cH:45][cH:46]2)[n:34][c:35]2[cH:36][cH:37][cH:38][cH:39][c:40]12. Starting materials: N#Cc1ccccc1-c1cc(-c2ccccn2)cn(-c2ccccc2)c1=O, CCC(C)=O, C1CCOC1, O, O=C(O)c1ccccc1. Yields the product N#Cc1ccccc1-c1cc(-c2ccccn2)cn(-c2ccccc2)c1=O, O=C(O)c1ccccc1. As a reaction SMILES: [C:7](#[N:8])[c:9]1[c:10](-[c:15]2[c:16](=[O:33])[n:17](-[c:27]3[cH:28][cH:29][cH:30][cH:31][cH:32]3)[cH:18][c:19](-[c:21]3[n:22][cH:23][cH:24][cH:25][cH:26]3)[cH:20]2)[cH:11][cH:12][cH:13][cH:14]1.[CH2:1]([C:2]([CH3:3])=[O:4])[CH3:5].[O:43]1[CH2:44][CH2:45][CH2:46][CH2:47]1.[OH2:6].[OH:34][C:35](=[O:36])[c:37]1[cH:38][cH:39][cH:40][cH:41][cH:42]1>>[C:7](#[N:8])[c:9]1[c:10](-[c:15]2[c:16](=[O:33])[n:17](-[c:27]3[cH:28][cH:29][cH:30][cH:31][cH:32]3)[cH:18][c:19](-[c:21]3[n:22][cH:23][cH:24][cH:25][cH:26]3)[cH:20]2)[cH:11][cH:12][cH:13][cH:14]1.[O:34]=[C:35]([OH:36])[c:37]1[cH:38][cH:39][cH:40][cH:41][cH:42]1. Starting materials: O (water), FC1=C(C=CC(=C1)F)[N+](=O)[O-] (2,4-difluoronitrobenzene), COC1=CC=C(CS)C=C1 (p-methoxybenzyl mercaptan), C(=O)([O-])[O-].[K+].[K+] (K2CO3). The solvent is CC(=O)C (acetone). Product: FC1=C(C=CC(=C1)SCC1=CC=C(C=C1)OC)[N+](=O)[O-] (2-fluoro-4-(4′-methoxybenzylmercapto)nitrobenzene), FC1=CC(=C(C=C1)[N+](=O)[O-])SCC1=CC=C(C=C1)OC (4-fluoro-2-(4′-methoxybenzylmercapto)nitrobenzene). As a reaction SMILES: [F:1][C:2]1[CH:7]=[C:6]([F:8])[CH:5]=[CH:4][C:3]=1[N+:9]([O-:11])=[O:10].[CH3:12][O:13][C:14]1[CH:21]=[CH:20][C:17]([CH2:18][SH:19])=[CH:16][CH:15]=1.C([O-])([O-])=O.[K+].[K+].O>CC(C)=O>[F:1][C:2]1[CH:7]=[C:6]([S:19][CH2:18][C:17]2[CH:20]=[CH:21][C:14]([O:13][CH3:12])=[CH:15][CH:16]=2)[CH:5]=[CH:4][C:3]=1[N+:9]([O-:11])=[O:10].[F:8][C:6]1[CH:5]=[CH:4][C:3]([N+:9]([O-:11])=[O:10])=[C:2]([S:19][CH2:18][C:17]2[CH:20]=[CH:21][C:14]([O:13][CH3:12])=[CH:15][CH:16]=2)[CH:7]=1 |f:2.3.4|. Procedure: A mixture of 2,4-difluoronitrobenzene (2.6 ml, 23.3 mmol), p-methoxybenzyl mercaptan (2.00 g, 11.7 mmol), K2CO3 (6.47 g, 46.8 mmol) in acetone (50 ml) was refluxed for 20 h. The reaction mixture was poured into cold water. The whole was extracted with CH2Cl2 (3×100 ml), and the combined organic layers were dried (Na2SO4), filtered, and concentrated. The residue was purified by flash chromatography (1:30→1:20 EtOAc/hexanes) to give the desired 2-fluoro-4-(4′-methoxybenzylmercapto)nitrobenzene con... Starting materials: N[C@@H](CC1=CC=CC=C1)[C@H]([C@@H]([C@H](CC1=CC=CC=C1)N)O)O ((2S,3R,4R,5S)-2.5-Diamino-3,4-dihydroxy-1,6-diphenylhexane), [N+](=O)([O-])C1=CC=C(C=C1)OC([C@@H](NC(=O)OCC1=CC=CC=C1)[C@@H](C)CC)=O (Cbz-isoleucine p-nitrophenyl ester), [OH-].[Na+] (NaOH). Solvent: O1CCCC1 (tetrahydrofuran), O1CCCC1 (tetrahydrofuran). Reaction conditions: time 21 hour. Product: C(=O)(OCC1=CC=CC=C1)N[C@@H]([C@@H](C)CC)C(=O)NC(CC1=CC=CC=C1)C(C(C(CC1=CC=CC=C1)NC([C@@H](NC(=O)OCC1=CC=CC=C1)[C@@H](C)CC)=O)O)O (2.5-Di-(N-(Cbz-isoleucinyl)amino)-3,4-dihydroxy-1,6-diphenylhexane). Isolated yield 86.0%. As a reaction SMILES: [NH2:1][C@H:2]([C@@H:10]([OH:22])[C@H:11]([OH:21])[C@@H:12]([NH2:20])[CH2:13][C:14]1[CH:19]=[CH:18][CH:17]=[CH:16][CH:15]=1)[CH2:3][C:4]1[CH:9]=[CH:8][CH:7]=[CH:6][CH:5]=1.[N+](C1C=CC(O[C:33](=[O:50])[C@H:34]([C@H:46]([CH2:48][CH3:49])[CH3:47])[NH:35][C:36]([O:38][CH2:39][C:40]2[CH:45]=[CH:44][CH:43]=[CH:42][CH:41]=2)=[O:37])=CC=1)([O-])=O.[OH-:51].[Na+]>O1CCCC1>[C:36]([NH:35][C@H:34]([C:33]([NH:1][CH:2]([CH:10]([OH:22])[CH:11]([OH:21])[CH:12]([NH:20][C:33](=[O:50])[C@H:34]([C@H:46]([CH2:48][CH3:49])[CH3:47])[NH:35][C:36]([O:38][CH2:39][C:40]1[CH:41]=[CH:42][CH:43]=[CH:44][CH:45]=1)=[O:37])[CH2:13][C:14]1[CH:19]=[CH:18][CH:17]=[CH:16][CH:15]=1)[CH2:3][C:4]1[CH:9]=[CH:8][CH:7]=[CH:6][CH:5]=1)=[O:50])[C@H:46]([CH2:48][CH3:49])[CH3:47])([O:38][CH2:39][C:40]1[CH:45]=[CH:44][CH:43]=[CH:42][CH:41]=1)=[O:51] |f:2.3|. Reported procedure: A mixture of 10 mg (0.033 mmol) of the resultant compound of Example 171 and 38.6 mg (0.10 mmol) of Cbz-isoleucine p-nitrophenyl ester in 0.2 ml of tetrahydrofuran was stirred at ambient temperature for 21 h. The resulting misture was diluted with 1 ml of tetrahydrofuran, treated with 0.5 ml of 3N NaOH, stirred for 45 min, extracted with chloroform, washed sequentially with 3N NaOH and saturated brine, dried over MgSO4, and concentrated. The residue was purified on silica gel by eluting with 2% ... Starting materials: COC(C1=CC(=CC(=C1)C(CO)O)[N+](=O)[O-])=O (3-Nitro-5-(1,2-dihydroxyethyl)benzoic acid methyl ester), OC(CN)CO (2,3-dihydroxypropylamine). Run in CO (methanol). Reaction conditions: temperature 75 celsius, time 1 hour. Product: OC(CNC(=O)C1=CC(=CC(=C1)C(CO)O)[N+](=O)[O-])CO (1-(2,3-Dihydroxypropylaminocarbonyl)-3-nitro-5-(1,2-dihydroxyethyl)benzene). Reaction SMILES: CO[C:3](=[O:17])[C:4]1[CH:9]=[C:8]([CH:10]([OH:13])[CH2:11][OH:12])[CH:7]=[C:6]([N+:14]([O-:16])=[O:15])[CH:5]=1.[OH:18][CH:19]([CH2:22][OH:23])[CH2:20][NH2:21]>CO>[OH:18][CH:19]([CH2:22][OH:23])[CH2:20][NH:21][C:3]([C:4]1[CH:9]=[C:8]([CH:10]([OH:13])[CH2:11][OH:12])[CH:7]=[C:6]([N+:14]([O-:16])=[O:15])[CH:5]=1)=[O:17]. Reported procedure: 3-Nitro-5-(1,2-dihydroxyethyl)benzoic acid methyl ester (0.40 g, 1.69 mmol) and 2,3-dihydroxypropylamine (0.17 g, 1.86 mmol) were dissolved in methanol (2 ml) and the solution was stirred at 75° C. for 1 h. The pressure was then reduced to 200 mm Hg and stirring was continued at 95° C. for 2 h. The crude reaction mixture was purified by preparative HPLC. Yield: 0.40 g (78%). The reactants are C1(CCCCC1)NC(=O)N (cyclohexyl urea), ClC(C(=O)OCC)C(=O)C(F)(F)F (ethyl 2-chloro-4,4,4-trifluoroacetoacetate). The product is C1(CCCCC1)NC=1OC(=C(N1)C(F)(F)F)C(=O)OCC (Ethyl 2-(cyclohexylamino)-4-(trifluoromethyl)-5-oxazolecarboxylate). Isolated yield 38.7%. Reaction SMILES: [CH:1]1([NH:7][C:8]([NH2:10])=[O:9])[CH2:6][CH2:5][CH2:4][CH2:3][CH2:2]1.Cl[CH:12]([C:18]([C:20]([F:23])([F:22])[F:21])=O)[C:13]([O:15][CH2:16][CH3:17])=[O:14]>>[CH:1]1([NH:7][C:8]2[O:9][C:12]([C:13]([O:15][CH2:16][CH3:17])=[O:14])=[C:18]([C:20]([F:21])([F:23])[F:22])[N:10]=2)[CH2:6][CH2:5][CH2:4][CH2:3][CH2:2]1. Procedure details: By the procedure of Example 4, 8.52 g (60 mmol) of cyclohexyl urea was reacted with 10.9 g (50 mmol) of ethyl 2-chloro-4,4,4-trifluoroacetoacetate at 140°-150° C. for 72 hours. The product was separated and then recrystallized several times from methylcyclohexane to yield 5.92 g of a fine white powder product (m.p.=73°-74° C.) identified in Table I. Reaction SMILES: Cl.[Cl:2][C:3]1[CH:8]=[CH:7][CH:6]=[CH:5][C:4]=1[CH2:9][N:10]1[C:14]([CH2:15]Cl)=[CH:13][N:12]=[C:11]1[S:17][CH2:18][CH2:19][CH3:20].[C:21]([NH:24][CH:25](C(OCC)=O)[C:26]([O:28]CC)=[O:27])(=[O:23])[CH3:22].[Na].[H-].[Na+].C(NC(C(OCC)=O)C(OCC)=O)(=O)C.C([O-])(=O)CC([O-])=O.C(=O)([O-])[O-].[Na+].[Na+]>CN(C)C=O.C(O)C.O>[Cl:2][C:3]1[CH:8]=[CH:7][CH:6]=[CH:5][C:4]=1[CH2:9][N:10]1[C:14]([CH2:15][C@@H:25]([C:26]([OH:28])=[O:27])[NH:24][C:21](=[O:23])[CH3:22])=[CH:13][N:12]=[C:11]1[S:17][CH2:18][CH2:19][CH3:20] |f:0.1,2.3,4.5,8.9.10,^1:35|. Conditions: temperature 25 celsius, time 18 hour. Product: ClC1=C(C=CC=C1)CN1C(=NC=C1C[C@H](NC(C)=O)C(=O)O)SCCC (3-[(2-chlorophenyl)methyl]-2-propylthio-N-acetylhistidine). Starting materials: C([O-])([O-])=O.[Na+].[Na+] (sodium carbonate), C(CC(=O)[O-])(=O)[O-] (malonate), [H-].[Na+] (sodium hydride), C(C)(=O)NC(C(=O)OCC)C(=O)OCC (diethyl acetamidomalonate), Cl.ClC1=C(C=CC=C1)CN1C(=NC=C1CCl)SCCC (1-(2-chlorophenyl)methyl-5-chloromethyl-2-propylthio-1H-imidazole hydrochloride), C(C)(=O)NC(C(=O)OCC)C(=O)OCC.[Na] (sodium diethyl acetamidomalonate). Procedure details: Crude 1-(2-chlorophenyl)methyl-5-chloromethyl-2-propylthio-1H-imidazole hydrochloride (0.3 g, 0.853 mmole) in dimethyl formamide (2 mL) was added to sodium diethyl acetamidomalonate (prepared by introducing sodium hydride (2.84 mmol) to a solution of diethyl acetamidomalonate (0.415 g, 1.91 mmol) in dimethyl formamide (3mL)). The mixture was stirred under argon at 25° C. for 18 hours, poured into water and the product was extracted into methylene chloride. The water-washed organic extracts were ... Solvent: O (water), O (water), CN(C=O)C (dimethyl formamide), O (water), CN(C=O)C (dimethyl formamide), C(C)O (ethanol). The reactants are CC(C)(C)OC(=O)N1CCC(O)(c2cncc3ccccc23)CC1, ClCCl, [Na+], [OH-], O=C(O)C(F)(F)F. Product: OC1(c2cncc3ccccc23)CCNCC1. RXN SMILES: [C:1]([O:2][C:3](=[O:4])[N:8]1[CH2:9][CH2:10][C:11]([OH:14])([c:15]2[cH:16][n:17][cH:18][c:19]3[cH:20][cH:21][cH:22][cH:23][c:24]23)[CH2:12][CH2:13]1)([CH3:5])([CH3:6])[CH3:7].[Cl:32][CH2:33][Cl:34].[Na+:36].[OH-:35].[OH:25][C:26]([C:27]([F:28])([F:29])[F:30])=[O:31]>>[NH:8]1[CH2:9][CH2:10][C:11]([OH:14])([c:15]2[cH:16][n:17][cH:18][c:19]3[cH:20][cH:21][cH:22][cH:23][c:24]23)[CH2:12][CH2:13]1. Starting materials: ClC1=CC2=C(N(C(=N2)NC(C)C)[C@@H]2[C@@H](OC(C)=O)[C@@H](OC(C)=O)[C@@H](O2)COC(C)=O)C=C1Cl (5,6-Dichloro-2-(isopropylamino)1-(2,3,5-tri-O-acetyl-beta-L-ribofuranosyl)-1H-benzimidazole), CO (methanol), C([O-])([O-])=O.[Na+].[Na+] (sodium carbonate), O (water). Run in C(C)O (ethanol). Yields the product ClC1=CC2=C(N(C(=N2)NC(C)C)[C@@H]2[C@@H](O)[C@@H](O)[C@@H](O2)CO)C=C1Cl (5,6-Dichloro-2-(isopropylamino)-1-(beta-L-ribofuranosyl)-1H-benzimidazole). Yield: 84.0%. RXN SMILES: [Cl:1][C:2]1[C:32]([Cl:33])=[CH:31][C:5]2[N:6]([C@H:13]3[O:25][C@@H:24]([CH2:26][O:27]C(=O)C)[C@H:19]([O:20]C(=O)C)[C@@H:14]3[O:15]C(=O)C)[C:7]([NH:9][CH:10]([CH3:12])[CH3:11])=[N:8][C:4]=2[CH:3]=1.C(=O)([O-])[O-].[Na+].[Na+].O.CO>C(O)C>[Cl:1][C:2]1[C:32]([Cl:33])=[CH:31][C:5]2[N:6]([C@H:13]3[O:25][C@@H:24]([CH2:26][OH:27])[C@H:19]([OH:20])[C@@H:14]3[OH:15])[C:7]([NH:9][CH:10]([CH3:11])[CH3:12])=[N:8][C:4]=2[CH:3]=1 |f:1.2.3|. Procedure details: 5,6-Dichloro-2-(isopropylamino)1-(2,3,5-tri-O-acetyl-beta-L-ribofuranosyl)-1H-benzimidazole (7.50 g, 14.93 mmol), sodium carbonate (1.72 g, 16.23 mmol), water (29 mL), methanol (100 mL) and ethanol (100 mL) were used according to general procedure III. The product was purified by silica gel chromatography using 55:45 dichloromethane/methanol to afford 4.72 g (84%) of a white foam. Analytical data were consistent with the assigned structure. Procedure: 2.0 g of E-2-amino-5-phosphono-3-pentenoic acid are suspended in 40 ml of n-butanol and the suspension is saturated with hydrogen chloride gas for 3 hours at 40°. After concentration, the residue is dissolved in 30 ml of n-butanol, 15 ml of propylene oxide are added and the precipitate is filtered off. Recrystallisation from water/acetone 1:1 yields E-2-amino-5-phosphono-3-pentenoic acid butyl ester, m.p. 160°-161°. Reactants: NC(C(=O)O)\C=C\CP(=O)(O)O (E-2-amino-5-phosphono-3-pentenoic acid), Cl (hydrogen chloride). The solvent is C(CCC)O (n-butanol). As a reaction SMILES: [NH2:1][CH:2](/[CH:6]=[CH:7]/[CH2:8][P:9]([OH:12])([OH:11])=[O:10])[C:3]([OH:5])=[O:4].Cl>C(O)CCC>[CH2:3]([O:4][C:3](=[O:5])[CH:2]([NH2:1])/[CH:6]=[CH:7]/[CH2:8][P:9]([OH:12])([OH:11])=[O:10])[CH2:2][CH2:6][CH3:7]. Product: C(CCC)OC(C(\C=C\CP(=O)(O)O)N)=O (E-2-amino-5-phosphono-3-pentenoic acid butyl ester).